This data is from the Open Reaction Database (ORD), a public repository of structured organic reaction records. The task is: describe an organic reaction: reactants, conditions, products, and yield Reactants: [BH4-], CC(=O)O, CO, O=CC1CC1, Clc1ccc(-c2ccc(C#Cc3ccc4c(ccn4CCNCC4CC4)c3)nc2)cc1, [Na+]. Yields the product Clc1ccc(-c2ccc(C#Cc3ccc4c(ccn4CCN(CC4CC4)CC4CC4)c3)nc2)cc1. As a reaction SMILES: [BH4-:37].[CH3:39][C:40](=[O:41])[OH:42].[CH3:43][OH:44].[CH:1]1([CH:4]=[O:5])[CH2:2][CH2:3]1.[Cl:6][c:7]1[cH:8][cH:9][c:10](-[c:13]2[cH:14][cH:15][c:16]([C:19]#[C:20][c:21]3[cH:22][c:23]4[cH:24][cH:25][n:26]([CH2:30][CH2:31][NH:32][CH2:33][CH:34]5[CH2:35][CH2:36]5)[c:27]4[cH:28][cH:29]3)[n:17][cH:18]2)[cH:11][cH:12]1.[Na+:38]>>[CH:1]1([CH2:4][N:32]([CH2:31][CH2:30][n:26]2[cH:25][cH:24][c:23]3[cH:22][c:21]([C:20]#[C:19][c:16]4[cH:15][cH:14][c:13](-[c:10]5[cH:9][cH:8][c:7]([Cl:6])[cH:12][cH:11]5)[cH:18][n:17]4)[cH:29][cH:28][c:27]32)[CH2:33][CH:34]2[CH2:35][CH2:36]2)[CH2:2][CH2:3]1. RXN SMILES: [Cl:1][c:2]1[cH:3][c:4]2[cH:5][cH:6][nH:7][c:8]2[c:9]([C:12](=[O:13])[OH:14])[c:10]1[F:11].[F:15][c:16]1[cH:17][cH:18][c:19]([CH2:22][CH2:23][NH:24][CH2:25][c:26]2[cH:27][cH:28][c:29]([Si:32]([CH3:33])([CH3:34])[CH3:35])[cH:30][cH:31]2)[cH:20][cH:21]1>>[Cl:1][c:2]1[cH:3][c:4]2[cH:5][cH:6][nH:7][c:8]2[c:9]([C:12](=[O:14])[N:24]([CH2:23][CH2:22][c:19]2[cH:18][cH:17][c:16]([F:15])[cH:21][cH:20]2)[CH2:25][c:26]2[cH:27][cH:28][c:29]([Si:32]([CH3:33])([CH3:34])[CH3:35])[cH:30][cH:31]2)[c:10]1[F:11]. The reactants are O=C(O)c1c(F)c(Cl)cc2cc[nH]c12, C[Si](C)(C)c1ccc(CNCCc2ccc(F)cc2)cc1. Product: C[Si](C)(C)c1ccc(CN(CCc2ccc(F)cc2)C(=O)c2c(F)c(Cl)cc3cc[nH]c23)cc1. The reactants are C(C1=CC=CC=C1)C1CCN(CC1)C1=C(NC2=CC=CC=C12)C(=O)N (4-benzylpiperidinyl-indole-2-carboxamide), IC(C)C (2-iodopropane), [OH-].[K+] (KOH). Solvent: CC(=O)C (acetone). Yields the product C(C1=CC=CC=C1)C1CCN(CC1)C1=C(N(C2=CC=CC=C12)C(C)C)C(=O)N (4-Benzylpiperidinyl-1-(2-propyl)-indole-2-carboxamide). Reaction SMILES: [CH2:1]([CH:8]1[CH2:13][CH2:12][N:11]([C:14]2[C:22]3[C:17](=[CH:18][CH:19]=[CH:20][CH:21]=3)[NH:16][C:15]=2[C:23]([NH2:25])=[O:24])[CH2:10][CH2:9]1)[C:2]1[CH:7]=[CH:6][CH:5]=[CH:4][CH:3]=1.I[CH:27]([CH3:29])[CH3:28].[OH-].[K+]>CC(C)=O>[CH2:1]([CH:8]1[CH2:9][CH2:10][N:11]([C:14]2[C:22]3[C:17](=[CH:18][CH:19]=[CH:20][CH:21]=3)[N:16]([CH:27]([CH3:29])[CH3:28])[C:15]=2[C:23]([NH2:25])=[O:24])[CH2:12][CH2:13]1)[C:2]1[CH:3]=[CH:4][CH:5]=[CH:6][CH:7]=1 |f:2.3|. Reported procedure: To a solution of 200 mg (0.63 mMol) of 4-benzylpiperidinyl-indole-2-carboxamide in 10 ml of acetone was added 321 mg (1.9 mMol) of 2-iodopropane and 106 mg (1.9 mMol) of powdered KOH. The mixture was refluxed for 3 h, then cooled, evaporated and the crude product was purified by silica gel column chromatography using EtOAc:hexane (1:4) to provide the 4-Benzylpiperidinyl-1-(2-propyl)-indole-2-carboxamide as white solids, NMR (DMSO-d6) δ=1.15 (m, 2H), 1.60 (d, 6H), 1.82 (m, 4H), 2.56 (d, 2H), 2.72... The reactants are C(C1=CC=CC=C1)OC(=O)N1CC(OC2=C1C=CC=C2)C=O (N-benzyloxycarbonyl-2(R,S)-formyl-3,4-dihydro-2H-1,4-benzoxazine), C(CCC)NC([C@@H](C[C@@H]([C@H](CC(CC(=O)N1CC(CC2=CC=CC=C12)COCC=C)(C)C)NC(=O)OC(C)(C)C)O)C)=O (5(S)-tert-butoxycarbonylamino-4(S)-hydroxy-2(R),7,7-trimethyl-8-[3(R,S)-allyloxymethyl-1,2,3,4-tetrahydroquinolin-1-ylcarbonyl]-octanoic acid (N-butyl)amide), [Cl-].COC[P+](C1=CC=CC=C1)(C1=CC=CC=C1)C1=CC=CC=C1 (methoxymethyl-triphenylphosphonium chloride), C[Si](C)(C)[N-][Si](C)(C)C.[K+] (potassium bis(trimethylsilyl)amide). Yields the product C(C1=CC=CC=C1)OC(=O)N1CC(OC2=C1C=CC=C2)C=COC (N-Benzyloxycarbonyl-2(R,S)-(1-methoxyethen-2-yl)-3,4-dihydro-2H-1,4-benzoxazine). RXN SMILES: [CH2:1]([O:8][C:9]([N:11]1[C:16]2[CH:17]=[CH:18][CH:19]=[CH:20][C:15]=2[O:14][CH:13]([CH:21]=O)[CH2:12]1)=[O:10])[C:2]1[CH:7]=[CH:6][CH:5]=[CH:4][CH:3]=1.[Cl-].[CH3:24][O:25][CH2:26][P+](C1C=CC=CC=1)(C1C=CC=CC=1)C1C=CC=CC=1.C[Si]([N-][Si](C)(C)C)(C)C.[K+].C(NC(=O)[C@H](C)C[C@H](O)[C@@H](NC(OC(C)(C)C)=O)CC(C)(C)CC(N1C2C(=CC=CC=2)CC(COCC=C)C1)=O)CCC>>[CH2:1]([O:8][C:9]([N:11]1[C:16]2[CH:17]=[CH:18][CH:19]=[CH:20][C:15]=2[O:14][CH:13]([CH:21]=[CH:24][O:25][CH3:26])[CH2:12]1)=[O:10])[C:2]1[CH:3]=[CH:4][CH:5]=[CH:6][CH:7]=1 |f:1.2,3.4|. Procedure: The title compound is prepared analogously to the process described in Example 138b) starting from 1.25 g of N-benzyloxycarbonyl-2(R,S)-formyl-3,4-dihydro-2H-1,4-benzoxazine (Example 107), 7.2 g of methoxymethyl-triphenylphosphonium chloride and 1.57 g of potassium bis(trimethylsilyl)amide: Rf (A)=0.49 und 0.54. The reactants are C(C1=CC=CC=C1)OC(=O)N1C[C@H](NCC1)C(=O)O ((S)-4-(Benzyloxycarbonyl)piperazine-2-carboxylic acid), C1=CC=CC=2N(C3=C(CCC21)C=CC=C3)C(=O)Cl (10,11-dihydro-5H-dibenz[b,f]-azepine -5-carbonyl chloride), Cl[Si](C)(C)C (chlorotrimethylsilane), C(C)(C)N(C(C)C)CC (N,N-diisopropylethylamine). Yields the product C1=CC=CC=2N(C3=C(CCC21)C=CC=C3)C(=O)N3[C@@H](CN(CC3)C(=O)OCC3=CC=CC=C3)C(=O)O ((S)-1-(10,11-dihydro-5H-dibenz[b,f]azepine5-carbonyl)-4-(benzyloxycarbonyl)piperazine-2-carboxylic acid). The yield is 23.4%. As a reaction SMILES: [CH2:1]([O:8][C:9]([N:11]1[CH2:16][CH2:15][NH:14][C@H:13]([C:17]([OH:19])=[O:18])[CH2:12]1)=[O:10])[C:2]1[CH:7]=[CH:6][CH:5]=[CH:4][CH:3]=1.Cl[Si](C)(C)C.C(N(CC)C(C)C)(C)C.[CH:34]1[C:44]2[CH2:43][CH2:42][C:41]3[CH:45]=[CH:46][CH:47]=[CH:48][C:40]=3[N:39]([C:49](Cl)=[O:50])[C:38]=2[CH:37]=[CH:36][CH:35]=1>>[CH:34]1[C:44]2[CH2:43][CH2:42][C:41]3[CH:45]=[CH:46][CH:47]=[CH:48][C:40]=3[N:39]([C:49]([N:14]3[CH2:15][CH2:16][N:11]([C:9]([O:8][CH2:1][C:2]4[CH:7]=[CH:6][CH:5]=[CH:4][CH:3]=4)=[O:10])[CH2:12][C@H:13]3[C:17]([OH:19])=[O:18])=[O:50])[C:38]=2[CH:37]=[CH:36][CH:35]=1. Procedure: Following the procedure of Example 16, Step B, 811 mg (2.5 mmole) of (S)-4-(benzyloxycarbonyl)-piperazine-2-carboxylic acid (from Example 7, Step A) 680 mg (6.26 mmole) of chlorotrimethylsilane, 1.23 g (9.5 mmole) of N,N-diisopropylethylamine and 665 mg (2.5 mmole ) of 97% of 10,11-dihydro-5H-dibenz[b,f]-azepine -5-carbonyl chloride, gave 284 mg (24%) of (S)-1-(10,11-dihydro-5H-dibenz[b,f]azepine5-carbonyl)-4-(benzyloxycarbonyl)piperazine-2-carboxylic acid, mp 185° C. (softened >90° C.); TLC Rf ... Starting materials: [Al+3], CCOCC, [H-], [H-], [H-], [H-], [Li+], NC(=O)CCOc1ccccc1. Yields the product NCCCOc1ccccc1. Reaction SMILES: [Al+3:14].[CH3:19][CH2:20][O:21][CH2:22][CH3:23].[H-:13].[H-:16].[H-:17].[H-:18].[Li+:15].[O:1]([c:2]1[cH:3][cH:4][cH:5][cH:6][cH:7]1)[CH2:8][CH2:9][C:10](=[O:11])[NH2:12]>>[O:1]([c:2]1[cH:3][cH:4][cH:5][cH:6][cH:7]1)[CH2:8][CH2:9][CH2:10][NH2:12]. Reactants: C(C)OC([C@H](CC1=CC=C(C=C1)OCCBr)OC)=O ((2S)-3-[4-(2-bromo-ethoxy)-phenyl]-2-methoxy-propionic acid ethyl ester), C1(=CC(=CC=C1)O)C1=CC=CC=C1 (biphenyl-3-ol), CO[C@H](C(=O)O)CC1=CC=C(C=C1)OCCCOC1=CC=CC=C1 ((2S)-2-methoxy-3-[4-(3-phenoxy-propoxy)-phenyl]-propionic acid). The product is C1(=CC(=CC=C1)OCCOC1=CC=C(C=C1)C[C@@H](C(=O)O)OC)C1=CC=CC=C1 ((2S)-3-{4-[2-(biphenyl-3-yloxy)-ethoxy]-phenyl}-2-methoxy-propionic acid). As a reaction SMILES: C([O:3][C:4](=[O:19])[C@@H:5]([O:17][CH3:18])[CH2:6][C:7]1[CH:12]=[CH:11][C:10]([O:13][CH2:14][CH2:15]Br)=[CH:9][CH:8]=1)C.[C:20]1([C:27]2[CH:32]=[CH:31][CH:30]=[CH:29][CH:28]=2)[CH:25]=[CH:24][CH:23]=[C:22]([OH:26])[CH:21]=1.CO[C@@H](CC1C=CC(OCCCOC2C=CC=CC=2)=CC=1)C(O)=O>>[C:20]1([C:27]2[CH:28]=[CH:29][CH:30]=[CH:31][CH:32]=2)[CH:25]=[CH:24][CH:23]=[C:22]([O:26][CH2:15][CH2:14][O:13][C:10]2[CH:9]=[CH:8][C:7]([CH2:6][C@H:5]([O:17][CH3:18])[C:4]([OH:3])=[O:19])=[CH:12][CH:11]=2)[CH:21]=1. Reported procedure: The title compound was prepared from (2S)-3-[4-(2-bromo-ethoxy)-phenyl]-2-methoxy-propionic acid ethyl ester (example 283, Step 2) and biphenyl-3-ol via the same procedure used for the preparation of (2S)-2-methoxy-3-[4-(3-phenoxy-propoxy)-phenyl]-propionic acid. (Example 285, Step 1), to produce a white solid. MS (ES) for C24H24O5 [M−H]−: 391.4. Reactants: Cn1c(C(F)(F)F)ccc(-c2c(F)cc(Cl)c3oc(C(Br)Br)cc23)c1=O, O, O=S(=O)(O)O. RXN SMILES: [Cl:1][c:2]1[cH:3][c:4]([F:26])[c:5](-[c:14]2[c:15](=[O:25])[n:16]([CH3:24])[c:17]([C:20]([F:21])([F:22])[F:23])[cH:18][cH:19]2)[c:6]2[cH:7][c:8]([CH:11]([Br:12])[Br:13])[o:9][c:10]12.[OH2:32].[S:27]([OH:28])(=[O:29])(=[O:30])[OH:31]>>[Cl:1][c:2]1[cH:3][c:4]([F:26])[c:5](-[c:14]2[c:15](=[O:25])[n:16]([CH3:24])[c:17]([C:20]([F:21])([F:22])[F:23])[cH:18][cH:19]2)[c:6]2[cH:7][c:8]([CH:11]=[O:28])[o:9][c:10]12. Yields the product Cn1c(C(F)(F)F)ccc(-c2c(F)cc(Cl)c3oc(C=O)cc23)c1=O.